Dataset: the Open Reaction Database (ORD), a public repository of structured organic reaction records. Task: describe an organic reaction: reactants, conditions, products, and yield The reactants are CC1(C)OC(=O)CC(=O)O1, O=C(Cl)C1CCCC1, ClCCl, c1ccncc1. The product is CC1(C)OC(=O)C(C(=O)C2CCCC2)C(=O)O1. Reaction SMILES: [C:9]1(=[O:18])[CH2:10][C:11](=[O:12])[O:13][C:14]([CH3:15])([CH3:16])[O:17]1.[CH:1]1([C:6](=[O:7])[Cl:8])[CH2:2][CH2:3][CH2:4][CH2:5]1.[Cl:25][CH2:26][Cl:27].[cH:19]1[cH:20][cH:21][n:22][cH:23][cH:24]1>>[CH:1]1([C:6](=[O:7])[CH:10]2[C:9](=[O:18])[O:17][C:14]([CH3:15])([CH3:16])[O:13][C:11]2=[O:12])[CH2:2][CH2:3][CH2:4][CH2:5]1. The reactants are C(=O)(C(F)(F)F)O (TFA), C(C)(C)C=1OC=C(N1)CN1CCN(CC1)C(=O)OC(C)(C)C (tert-Butyl 4-((2-isopropyloxazol-4-yl)methyl)piperazine-1-carboxylate), BrC=1C(=C(C(=NC1)N)[N+](=O)[O-])Cl (5-bromo-4-chloro-3-nitropyridin-2-amine). Solvent: C(Cl)Cl (DCM). Reaction conditions: time 1 hour. The product is BrC=1C(=C(C(=NC1)N)[N+](=O)[O-])N1CCN(CC1)CC=1N=C(OC1)C(C)C (5-Bromo-4-(4-((2-isopropyloxazol-4-yl)methyl)piperazin-1-yl)-3-nitropyridin-2-amine). The yield is 58.3%. As a reaction SMILES: [CH:1]([C:4]1[O:5][CH:6]=[C:7]([CH2:9][N:10]2[CH2:15][CH2:14][N:13]([C:16](OC(C)(C)C)=O)[CH2:12][CH2:11]2)[N:8]=1)([CH3:3])[CH3:2].C(O)(C(F)(F)F)=O.[Br:30][C:31]1C(Cl)=[C:33]([N+:38]([O-:40])=[O:39])[C:34]([NH2:37])=[N:35][CH:36]=1>C(Cl)Cl>[Br:30][C:31]1[C:16]([N:13]2[CH2:12][CH2:11][N:10]([CH2:9][C:7]3[N:8]=[C:4]([CH:1]([CH3:2])[CH3:3])[O:5][CH:6]=3)[CH2:15][CH2:14]2)=[C:33]([N+:38]([O-:40])=[O:39])[C:34]([NH2:37])=[N:35][CH:36]=1. Procedure details: tert-Butyl 4-((2-isopropyloxazol-4-yl)methyl)piperazine-1-carboxylate (0.400 g, 1.29 mmol, 1.1 eq) was dissolved in DCM (5 mL) and the mixture cooled in a ice-water bath before the dropwise addition of TFA (5 mL). Stirring was continued at this temperature for 1 h and the solvents were removed in vacuo. The resulting crude material was azeotroped with toluene and dried. The resulting 2-isopropyl-4-(piperazin-1-ylmethyl)oxazole (supposedly 0.270 g, 1.29 mmol, 1 eq) was suspended in iPrOH (2.5 mL)... As a reaction SMILES: [CH2:1]([C@H:8]1[CH2:12][O:11][C:10](=[O:13])[NH:9]1)[C:2]1[CH:7]=[CH:6][CH:5]=[CH:4][CH:3]=1.CC([O-])(C)C.[K+].Br[CH2:21][C:22]1[CH:27]=[C:26]([C:28]([F:31])([F:30])[F:29])[CH:25]=[CH:24][C:23]=1[C:32]1[CH:33]=[C:34]([C:40]2[CH:45]=[CH:44][C:43]([C:46]([O:48]C)=[O:47])=[CH:42][C:41]=2[CH3:50])[CH:35]=[CH:36][C:37]=1[O:38][CH3:39]>CN(C=O)C>[CH2:1]([C@H:8]1[CH2:12][O:11][C:10](=[O:13])[N:9]1[CH2:21][C:22]1[CH:27]=[C:26]([C:28]([F:31])([F:30])[F:29])[CH:25]=[CH:24][C:23]=1[C:32]1[CH:33]=[C:34]([C:40]2[CH:45]=[CH:44][C:43]([C:46]([OH:48])=[O:47])=[CH:42][C:41]=2[CH3:50])[CH:35]=[CH:36][C:37]=1[O:38][CH3:39])[C:2]1[CH:3]=[CH:4][CH:5]=[CH:6][CH:7]=1 |f:1.2|. Run in CN(C)C=O (DMF), CN(C)C=O (DMF). Yields the product C(C1=CC=CC=C1)[C@@H]1N(C(OC1)=O)CC1=C(C=CC(=C1)C(F)(F)F)C=1C=C(C=CC1OC)C1=C(C=C(C=C1)C(=O)O)C (2″-{[(4S)-4-benzyl-2-oxo-1,3-oxazolidin-3-yl]methyl}-4′-methoxy-2-methyl-4″-(trifluoromethyl)-1,1′:3′,1″-terphenyl-4-carboxylic acid). Procedure: To a solution of (4S)-4-benzyl-1,3-oxazolidin-2-one (29.8 mg, 0.168 mmol) in DMF (1.5 mL) was added t-BuOK (17.5 mg, 0.152 mmol). After 10 minutes, a solution of methyl 2″-(bromomethyl)-4′-methoxy-2-methyl-4″-(trifluoromethyl)-1,1′:3′,1″-terphenyl-4-carboxylate (75 mg, 0.152 mmol) in DMF (1.5 mL) was added by cannula. The reaction was stirred for 30 minutes, and then quenched with saturated NH4Cl solution (10 mL), diluted with EtOAc (15 mL), washed with brine (10 mL), dried over Na2SO4, filtered... Conditions: time 10 minute. Reactants: C(C1=CC=CC=C1)[C@@H]1NC(OC1)=O ((4S)-4-benzyl-1,3-oxazolidin-2-one), CC(C)(C)[O-].[K+] (t-BuOK), BrCC1=C(C=CC(=C1)C(F)(F)F)C=1C=C(C=CC1OC)C1=C(C=C(C=C1)C(=O)OC)C (methyl 2″-(bromomethyl)-4′-methoxy-2-methyl-4″-(trifluoromethyl)-1,1′:3′,1″-terphenyl-4-carboxylate). The reactants are CCO, CCOC(C)=O, CCO, CO, c1ccc(OCC2CO2)cc1, Nc1ncnc2c1nc(S)n2C1OC(CO)C(O)C1O, Cc1cccc(C)n1. Product: Nc1ncnc2c1nc(SCC(O)COc1ccccc1)n2C1OC(CO)C(O)C1O. Reaction SMILES: [CH2:45]([OH:46])[CH3:47].[CH2:48]([O:49][C:50](=[O:51])[CH3:52])[CH3:53].[CH3:40][CH2:41][OH:42].[CH3:43][OH:44].[O:1]([c:2]1[cH:3][cH:4][cH:5][cH:6][cH:7]1)[CH2:8][CH:9]1[CH2:10][O:11]1.[SH:12][c:13]1[n:14]([CH:15]2[CH:16]([OH:17])[CH:18]([OH:19])[CH:20]([CH2:21][OH:22])[O:23]2)[c:24]2[n:25][cH:26][n:27][c:28]([NH2:31])[c:29]2[n:30]1.[n:32]1[c:33]([CH3:34])[cH:35][cH:36][cH:37][c:38]1[CH3:39]>>[O:1]([c:2]1[cH:3][cH:4][cH:5][cH:6][cH:7]1)[CH2:8][CH:9]([CH2:10][S:12][c:13]1[n:14]([CH:15]2[CH:16]([OH:17])[CH:18]([OH:19])[CH:20]([CH2:21][OH:22])[O:23]2)[c:24]2[n:25][cH:26][n:27][c:28]([NH2:31])[c:29]2[n:30]1)[OH:11].